From a dataset of the Open Reaction Database (ORD), a public repository of structured organic reaction records. describe an organic reaction: reactants, conditions, products, and yield Starting materials: C(C)O (ethanol), OO (hydrogen peroxide), C(C)OCCOCC1OC=CCC1 (2-((2-ethoxyethoxy)methyl)-3,4-dihydro-2H-pyran), [OH-].[Na+] (sodium hydroxide). Solvent: C(C)(=O)OCC (ethyl acetate), CCCCCC (hexane), O1CCCC1 (tetrahydrofuran). Procedure details: 2.5 ml of borane-dimethyl sulfide complex was added drop by drop to a stirred solution of 10.00 g of 5A in 30 ml of hexane under a nitrogen atmosphere at 2°-5° C. After 2 hours at 0°-10° C., 4 ml of ethanol was added. The solvent then was stripped, and the residue was dissolved in 30 ml of tetrahydrofuran. At -2° to +6° C. under a nitrogen atmosphere, 10.72 ml of 10% sodium hydroxide solution was added in portions to the stirred mixture. Then at 15°-40° C., 6.4 ml of 30% hydrogen peroxide soluti... Conditions: temperature 45 celsius, time 2 hour. Reaction SMILES: [CH2:1]([O:3][CH2:4][CH2:5][O:6][CH2:7][CH:8]1[CH2:13][CH2:12][CH:11]=[CH:10][O:9]1)[CH3:2].C([OH:16])C.[OH-].[Na+].OO>CCCCCC.O1CCCC1.C(OCC)(=O)C>[CH2:1]([O:3][CH2:4][CH2:5][O:6][CH2:7][CH:8]1[O:9][CH2:10][CH:11]([OH:16])[CH2:12][CH2:13]1)[CH3:2] |f:2.3|. The product is C(C)OCCOCC1CCC(CO1)O (6 -((2-ethoxyethoxy)methyl)tetrahydro-2H-pyran-3-ol). Reactants: CC1(OBOC1(C)C)C (4,4,5,5-Tetramethyl-1,3,2-dioxaborolane), C(C)(C)(C)OC(=O)C1(NC(OC1CC)(C1=CC=CC=C1)C1=CC=CC=C1)CCC=C (4-but-3-enyl-5-ethyl-2,2-diphenyl-oxazolidine-4-carboxylic acid tert-butyl ester). Reagents/catalysts: C1=CC=C(C=C1)P(C2=CC=CC=C2)C3=CC=CC=C3.C1=CC=C(C=C1)P(C2=CC=CC=C2)C3=CC=CC=C3.C1=CC=C(C=C1)P(C2=CC=CC=C2)C3=CC=CC=C3.[Cl-].[Rh] (chlorotris (triphenylphosphine)rhodium(I)). Run in C(C)(=O)OCC (ethyl acetate), ClCCl (dichloromethane). Run at time 30 minute. The product is C(C)(C)(C)OC(=O)C1(NC(OC1CC)(C1=CC=CC=C1)C1=CC=CC=C1)CCCCB1OC(C(O1)(C)C)(C)C (5-Ethyl-2,2-diphenyl-4-[4-(4,4,5,5-tetramethyl-[1,3,2]dioxaborolan-2-yl)-butyl]-oxazolidine-4-carboxylic acid tert-butyl ester). Isolated yield 50.0%. RXN SMILES: [C:1]([O:5][C:6]([C:8]1([CH2:27][CH2:28][CH:29]=[CH2:30])[CH:12]([CH2:13][CH3:14])[O:11][C:10]([C:21]2[CH:26]=[CH:25][CH:24]=[CH:23][CH:22]=2)([C:15]2[CH:20]=[CH:19][CH:18]=[CH:17][CH:16]=2)[NH:9]1)=[O:7])([CH3:4])([CH3:3])[CH3:2].[CH3:31][C:32]1([CH3:39])[C:36]([CH3:38])([CH3:37])[O:35][BH:34][O:33]1>ClCCl.C(OCC)(=O)C.C1C=CC(P(C2C=CC=CC=2)C2C=CC=CC=2)=CC=1.C1C=CC(P(C2C=CC=CC=2)C2C=CC=CC=2)=CC=1.C1C=CC(P(C2C=CC=CC=2)C2C=CC=CC=2)=CC=1.[Cl-].[Rh]>[C:1]([O:5][C:6]([C:8]1([CH2:27][CH2:28][CH2:29][CH2:30][B:34]2[O:35][C:36]([CH3:38])([CH3:37])[C:32]([CH3:39])([CH3:31])[O:33]2)[CH:12]([CH2:13][CH3:14])[O:11][C:10]([C:15]2[CH:16]=[CH:17][CH:18]=[CH:19][CH:20]=2)([C:21]2[CH:22]=[CH:23][CH:24]=[CH:25][CH:26]=2)[NH:9]1)=[O:7])([CH3:4])([CH3:3])[CH3:2] |f:4.5.6.7.8|. Procedure: A solution of 4-but-3-enyl-5-ethyl-2,2-diphenyl-oxazolidine-4-carboxylic acid tert-butyl ester (230 mg, 0.56 mmol) in dichloromethane (2 mL, 0.3 M) was added chlorotris (triphenylphosphine)rhodium(I) (60 mg, 0.065 mmol, 10 mol %) at room temperature. After stirring for 30 min, 4,4,5,5-Tetramethyl-1,3,2-dioxaborolane (200 μl, 1.3 mmol, 2 eq) was added to the reaction mixture and stirred overnight. After quenching the reaction with water (3 mL), the resulting solution was diluted with ethyl acetat... Reactants: FC1=C(C=O)C(=CC(=C1)F)F (2,4,6-trifluorobenzaldehyde), C([O-])([O-])=O.[K+].[K+] (potassium carbonate), Cl.CON (O-methylhydroxylamine hydrochloride), NN (hydrazine), NN (hydrazine). Solvent: COCCOC (1,2-dimethoxyethane), O (water). Run at temperature 50 celsius, time 30 minute. Yields the product FC1=C2C=NNC2=CC(=C1)F (4,6-difluoro-1H-indazole). The yield is 46.5%. RXN SMILES: [F:1][C:2]1[CH:9]=[C:8]([F:10])[CH:7]=[C:6](F)[C:3]=1[CH:4]=O.C(=O)([O-])[O-].[K+].[K+].Cl.CON.[NH2:22][NH2:23]>COCCOC.O>[F:1][C:2]1[CH:9]=[C:8]([F:10])[CH:7]=[C:6]2[C:3]=1[CH:4]=[N:22][NH:23]2 |f:1.2.3,4.5|. Procedure details: To a solution of 2,4,6-trifluorobenzaldehyde (0.80 g, 5.0 mmol) in 1,2-dimethoxyethane (10 mL) were added potassium carbonate (1.04 g, 7.5 mmol) and O-methylhydroxylamine hydrochloride (438 mg, 5.25 mmol). The reaction mixture was heated at 50° C. for 5 h then cooled to room temperature and filtered, rinsing with dichloromethane. The filtrate was concentrated. The residue was dissolved in 1,2-dimethoxyethane (10 mL) and hydrazine (0.17 mL, 5.5 mmol) was added. The reaction mixture was heated at ... The reactants are [OH-].[Na+] (NaOH), O1CCCC1 (tetrahydrofuran), C(C)OC1=C(OCC(=O)NC(CC2=CC(=C(C=C2)OC)S(N)(=O)=O)C)C=CC=C1 (2-(2-ethoxy-phenoxy)-N-[2-(4-methoxy-3-sulfamoyl-phenyl)-1-methyl-ethyl]-acetamide), [H-].[Al+3].[Li+].[H-].[H-].[H-] (lithium aluminum hydride). The solvent is O (water), O (water). Conditions: temperature 60 celsius, time 24 hour. Product: C(C)OC1=C(OCCNC(CC=2C=CC(=C(C2)S(=O)(=O)N)OC)C)C=CC=C1 (5-{2-[2-(2-ethoxy-phenoxy)-ethylamino]-propyl}-2-methoxy-benzene sulfonamide). Isolated yield 85.7%. Reaction SMILES: O1CCCC1.[CH2:6]([O:8][C:9]1[CH:34]=[CH:33][CH:32]=[CH:31][C:10]=1[O:11][CH2:12][C:13]([NH:15][CH:16]([CH3:30])[CH2:17][C:18]1[CH:23]=[CH:22][C:21]([O:24][CH3:25])=[C:20]([S:26](=[O:29])(=[O:28])[NH2:27])[CH:19]=1)=O)[CH3:7].[H-].[Al+3].[Li+].[H-].[H-].[H-].[OH-].[Na+]>O>[CH2:6]([O:8][C:9]1[CH:34]=[CH:33][CH:32]=[CH:31][C:10]=1[O:11][CH2:12][CH2:13][NH:15][CH:16]([CH3:30])[CH2:17][C:18]1[CH:23]=[CH:22][C:21]([O:24][CH3:25])=[C:20]([S:26]([NH2:27])(=[O:28])=[O:29])[CH:19]=1)[CH3:7] |f:2.3.4.5.6.7,8.9|. Procedure details: 50 ml of tetrahydrofuran was added to 4.22 g (10 mmol, 1.0 eq.) of 2-(2-ethoxy-phenoxy)-N-[2-(4-methoxy-3-sulfamoyl-phenyl)-1-methyl-ethyl]-acetamide. 379 mg (10 mmol, 4.0 eq.) of lithium aluminum hydride was added thereto and the whole mixture was stirred at 60° C. for 24 hours. Upon the completion of the reaction, 0.4 ml of water, 0.4 ml of 10% NaOH aqueous solution and 1.2 ml of water were sequentially added to the reaction solution and then, filtered through celite. The filtrate was concentr... Reactants: [Br-], ClCCl, CCCC[N+](CCCC)(CCCC)CCCC, CC(C)=O, [K+], [K+], [K+], O, C=C(Oc1ccccc1)C1(O)CCC2C3CCC4=CC(=O)CCC4(C)C3=CCC21C, O=P([O-])([O-])[O-]. Product: CC(=O)OCC(=O)C1(O)CCC2C3CCC4=CC(=O)CCC4(C)C3=CCC21C. As a reaction SMILES: [Br-:46].[CH2:43]([Cl:44])[Cl:45].[CH2:47]([N+:48]([CH2:49][CH2:50][CH2:51][CH3:52])([CH2:53][CH2:54][CH2:55][CH3:56])[CH2:57][CH2:58][CH2:59][CH3:60])[CH2:61][CH2:62][CH3:63].[CH3:39][C:40]([CH3:41])=[O:42].[K+:36].[K+:37].[K+:38].[OH2:64].[OH:1][C:2]1([C:3](=[CH2:4])[O:5][c:6]2[cH:7][cH:8][cH:9][cH:10][cH:11]2)[CH2:12][CH2:13][CH:14]2[CH:15]3[CH2:16][CH2:17][C:18]4=[CH:19][C:20](=[O:30])[CH2:21][CH2:22][C:23]4([CH3:24])[C:25]3=[CH:26][CH2:27][C:28]12[CH3:29].[P:31](=[O:32])([O-:33])([O-:34])[O-:35]>>[OH:1][C:2]1([C:3](=[O:4])[CH2:5][O:32][C:40]([CH3:41])=[O:42])[CH2:12][CH2:13][CH:14]2[CH:15]3[CH2:16][CH2:17][C:18]4=[CH:19][C:20](=[O:30])[CH2:21][CH2:22][C:23]4([CH3:24])[C:25]3=[CH:26][CH2:27][C:28]12[CH3:29]. Starting materials: OC=1C=CC2=C(OC(=C2)S(N)(=O)=O)C1 (6-hydroxy-2-sulfamoylbenzo[b]furan), C(C=C)Br (allyl bromide). Product: C(C=C)OC=1C=CC2=C(OC(=C2)S(N)(=O)=O)C1 (6-allyloxy-2-sulfamoylbenzo[b]furan). RXN SMILES: [OH:1][C:2]1[CH:3]=[CH:4][C:5]2[CH:9]=[C:8]([S:10](=[O:13])(=[O:12])[NH2:11])[O:7][C:6]=2[CH:14]=1.[CH2:15](Br)[CH:16]=[CH2:17]>>[CH2:17]([O:1][C:2]1[CH:3]=[CH:4][C:5]2[CH:9]=[C:8]([S:10](=[O:12])(=[O:13])[NH2:11])[O:7][C:6]=2[CH:14]=1)[CH:16]=[CH2:15]. Procedure details: The title compound is prepared by alkylation of 6-hydroxy-2-sulfamoylbenzo[b]furan with allyl bromide.